This data is from the Open Reaction Database (ORD), a public repository of structured organic reaction records. The task is: describe an organic reaction: reactants, conditions, products, and yield Starting materials: COC=1C=C2C=CC(=CC2=CC1)C(C)C=1SC(=C(N1)O)C(C)C1=CC=C(C=C1)CC(C)C (2-[1-(6-methoxy-2-naphthyl)ethyl]-5-[1-(4-isobutylphenyl)ethyl]-4-hydroxythiazole), C(C1=CC=CC=C1)(=O)Cl (benzoyl chloride). Solvent: N1=CC=CC=C1 (pyridine). Yields the product COC=1C=C2C=CC(=CC2=CC1)C(C)C=1SC(=C(N1)C(C1=CC=CC=C1)=O)C(C)C1=CC=C(C=C1)CC(C)C (2-[1-(6-methoxy-2-naphthyl)ethyl]-5-[1-(4-isobutylphenyl)ethyl]-4-benzoylthiazole). As a reaction SMILES: [CH3:1][O:2][C:3]1[CH:4]=[C:5]2[C:10](=[CH:11][CH:12]=1)[CH:9]=[C:8]([CH:13]([C:15]1[S:16][C:17]([CH:21]([C:23]3[CH:28]=[CH:27][C:26]([CH2:29][CH:30]([CH3:32])[CH3:31])=[CH:25][CH:24]=3)[CH3:22])=[C:18](O)[N:19]=1)[CH3:14])[CH:7]=[CH:6]2.[C:33](Cl)(=[O:40])[C:34]1[CH:39]=[CH:38][CH:37]=[CH:36][CH:35]=1>N1C=CC=CC=1>[CH3:1][O:2][C:3]1[CH:4]=[C:5]2[C:10](=[CH:11][CH:12]=1)[CH:9]=[C:8]([CH:13]([C:15]1[S:16][C:17]([CH:21]([C:23]3[CH:28]=[CH:27][C:26]([CH2:29][CH:30]([CH3:32])[CH3:31])=[CH:25][CH:24]=3)[CH3:22])=[C:18]([C:33](=[O:40])[C:34]3[CH:39]=[CH:38][CH:37]=[CH:36][CH:35]=3)[N:19]=1)[CH3:14])[CH:7]=[CH:6]2. Procedure details: The desired compound is prepared by treatment of the product of example 45 with benzoyl chloride and pyridine.